From a dataset of the Open Reaction Database (ORD), a public repository of structured organic reaction records. describe an organic reaction: reactants, conditions, products, and yield As a reaction SMILES: Br[C:2]1[CH:7]=[CH:6][C:5]([S:8]([C:11]2[CH:16]=[CH:15][C:14]([F:17])=[CH:13][CH:12]=2)(=[O:10])=[O:9])=[C:4]([F:18])[CH:3]=1.[Cl:19][C:20]1[CH:21]=[CH:22][C:23]([O:29][CH3:30])=[C:24](B(O)O)[CH:25]=1>>[Cl:19][C:20]1[CH:25]=[CH:24][C:23]([O:29][CH3:30])=[C:22]([C:2]2[CH:7]=[CH:6][C:5]([S:8]([C:11]3[CH:16]=[CH:15][C:14]([F:17])=[CH:13][CH:12]=3)(=[O:10])=[O:9])=[C:4]([F:18])[CH:3]=2)[CH:21]=1. Reported procedure: The subtitle compound was prepared by the method of example 2 step (ii) using the product of step (i) and 5-chloro-2-methoxyphenyl boronic acid. Product: ClC=1C=CC(=C(C1)C1=CC(=C(C=C1)S(=O)(=O)C1=CC=C(C=C1)F)F)OC (5-Chloro-3′-fluoro-4′-[(4-fluorophenyl)sulfonyl]-2-methoxybiphenyl). Reactants: BrC1=CC(=C(C=C1)S(=O)(=O)C1=CC=C(C=C1)F)F (4-Bromo-2-fluoro-1-[(4-fluorophenyl)sulfonyl]benzene), ClC=1C=CC(=C(C1)B(O)O)OC (5-chloro-2-methoxyphenyl boronic acid). Starting materials: CC(C)(S(=O)(=O)C)C1=NC(=NC(=C1)N1CCOCC1)C1=CC=C(C=C1)NC(OC1=CC=CC=C1)=O (phenyl (4-{4-[1-methyl-1-(methylsulfonyl)ethyl]-6-morpholin-4-ylpyrimidin-2-yl}phenyl)carbamate), CC(C)(S(=O)(=O)C)C1=NC(=NC(=C1)N1[C@H](COCC1)C)C1=CC=C(C=C1)NC(OC1=CC=CC=C1)=O (phenyl (4-{4-[1-methyl-1-(methylsulfonyl)ethyl]-6-[(3S)-3-methylmorpholin-4-yl]pyrimidin-2-yl}phenyl)carbamate), amine. The product is CNC(NC1=CC=C(C=C1)C1=NC(=CC(=N1)C(C)(C)S(=O)(=O)C)N1CCOCC1)=O (3-Methyl-1-[4-[4-(2-methylsulfonylpropan-2-yl)-6-morpholin-4-yl-pyrimidin-2-yl]phenyl]urea). RXN SMILES: [CH3:1][C:2]([C:8]1[CH:13]=[C:12]([N:14]2[CH2:19][CH2:18][O:17][CH2:16][CH2:15]2)[N:11]=[C:10]([C:20]2[CH:25]=[CH:24][C:23]([NH:26][C:27](=O)[O:28]C3C=CC=CC=3)=[CH:22][CH:21]=2)[N:9]=1)([S:4]([CH3:7])(=[O:6])=[O:5])[CH3:3].CC([C:43]1C=C(N2CCOC[C@@H]2C)N=C(C2C=CC(NC(=O)OC3C=CC=CC=3)=CC=2)[N:44]=1)(S(C)(=O)=O)C>>[CH3:43][NH:44][C:27](=[O:28])[NH:26][C:23]1[CH:22]=[CH:21][C:20]([C:10]2[N:9]=[C:8]([C:2]([S:4]([CH3:7])(=[O:5])=[O:6])([CH3:3])[CH3:1])[CH:13]=[C:12]([N:14]3[CH2:15][CH2:16][O:17][CH2:18][CH2:19]3)[N:11]=2)=[CH:25][CH:24]=1. Procedure details: The following compounds were prepared in analogous fashion from either phenyl (4-{4-[1-methyl-1-(methylsulfonyl)ethyl]-6-morpholin-4-ylpyrimidin-2-yl}phenyl)carbamate or phenyl (4-{4-[1-methyl-1-(methylsulfonyl)ethyl]-6-[(3S)-3-methylmorpholin-4-yl]pyrimidin-2-yl}phenyl)carbamate and the appropriate amine. The reactants are C(C)(C)(C)ONC(=O)C1=NC=C(N=C1)NC([C@H](CC1CCCC1)C1=CC(=C(C=C1)S(=O)(=O)C)Cl)=O (5-[2(R)-(3-chloro-4-methanesulfonyl-phenyl)-3-cyclopentyl-propionylamino]-pyrazine-2-carboxylic acid tert-butoxy-amide), FC(C(=O)O)(F)F (trifluoroacetic acid). The solvent is C(Cl)Cl (methylene chloride). Run at temperature 25 celsius, time 8 hour. Yields the product FC(C(=O)O)(F)F.O (trifluoroacetic acid water), FC(C(=O)O)(F)F (trifluoroacetic acid), ONC(=O)C1=NC=C(N=C1)NC([C@H](CC1CCCC1)C1=CC(=C(C=C1)S(=O)(=O)C)Cl)=O (5-[2(R)-(3-chloro-4-methanesulfonyl-phenyl)-3-cyclopentyl-propionylamino]-pyrazine-2-carboxylic acid hydroxyamide). Isolated yield 32.0%. RXN SMILES: C([O:5][NH:6][C:7]([C:9]1[CH:14]=[N:13][C:12]([NH:15][C:16](=[O:35])[C@@H:17]([C:24]2[CH:29]=[CH:28][C:27]([S:30]([CH3:33])(=[O:32])=[O:31])=[C:26]([Cl:34])[CH:25]=2)[CH2:18][CH:19]2[CH2:23][CH2:22][CH2:21][CH2:20]2)=[CH:11][N:10]=1)=[O:8])(C)(C)C.[F:36][C:37]([F:42])([F:41])[C:38]([OH:40])=[O:39]>C(Cl)Cl>[F:36][C:37]([F:42])([F:41])[C:38]([OH:40])=[O:39].[OH2:5].[F:36][C:37]([F:42])([F:41])[C:38]([OH:40])=[O:39].[OH:5][NH:6][C:7]([C:9]1[CH:14]=[N:13][C:12]([NH:15][C:16](=[O:35])[C@@H:17]([C:24]2[CH:29]=[CH:28][C:27]([S:30]([CH3:33])(=[O:31])=[O:32])=[C:26]([Cl:34])[CH:25]=2)[CH2:18][CH:19]2[CH2:23][CH2:22][CH2:21][CH2:20]2)=[CH:11][N:10]=1)=[O:8] |f:3.4|. Reported procedure: A solution of 5-[2(R)-(3-chloro-4-methanesulfonyl-phenyl)-3-cyclopentyl-propionylamino]-pyrazine-2-carboxylic acid tert-butoxy-amide (318.3 mg, 0.609 mol) in methylene chloride (2.3 mL) was treated with trifluoroacetic acid (4.6 mL) and stirred at 25° C. overnight, then at 40° C. for 10–11 h, followed by stirring again at 25° C. overnight. The reaction solution was then concentrated in vacuo. Reverse phase high-performance liquid chromatography (Rainin Dynamax system, 60 Å C-18 column, l=214 nm,... Reactants: NC1=C(C=NN1C1=CC=C(C=C1)F)C(C1=CC(=CC=C1)O)=O (5-Amino-1-(4-fluorophenyl)-4-[3-hydroxybenzoyl]pyrazole), CCOC(=O)/N=N/C(=O)OCC (diethylazodicarboxylate), N1=C(C=CC=C1)CO (2-pyridylcarbinol), C1(=CC=CC=C1)P(C1=CC=CC=C1)C1=CC=CC=C1 (triphenylphospine). The solvent is C1(=CC=CC=C1)C (toluene). Reaction conditions: time 16 hour. Yields the product NC1=C(C=NN1C1=CC=C(C=C1)F)C(C1=CC(=CC=C1)OCC1=NC=CC=C1)=O (5-amino-1-(4-fluorophenyl)-4-[3-(pyridin-2-ylmethoxy)benzoyl]pyrazole). As a reaction SMILES: [NH2:1][C:2]1[N:6]([C:7]2[CH:12]=[CH:11][C:10]([F:13])=[CH:9][CH:8]=2)[N:5]=[CH:4][C:3]=1[C:14](=[O:22])[C:15]1[CH:20]=[CH:19][CH:18]=[C:17]([OH:21])[CH:16]=1.[N:23]1[CH:28]=[CH:27][CH:26]=[CH:25][C:24]=1[CH2:29]O.C1(P(C2C=CC=CC=2)C2C=CC=CC=2)C=CC=CC=1.CCOC(/N=N/C(OCC)=O)=O>C1(C)C=CC=CC=1>[NH2:1][C:2]1[N:6]([C:7]2[CH:12]=[CH:11][C:10]([F:13])=[CH:9][CH:8]=2)[N:5]=[CH:4][C:3]=1[C:14](=[O:22])[C:15]1[CH:20]=[CH:19][CH:18]=[C:17]([O:21][CH2:29][C:24]2[CH:25]=[CH:26][CH:27]=[CH:28][N:23]=2)[CH:16]=1. Reported procedure: 5-Amino-1-(4-fluorophenyl)-4-[3-hydroxybenzoyl]pyrazole, from Example 10, step 2, (0.5 g, 1.68 mmol), 2-pyridylcarbinol (0.81 mL, 8.41 mmol), triphenylphospine (1.81 g, 6.9 mmol), and diethylazodicarboxylate (1.09 mL, 6.9 mmol)) were combined in toluene (50 mL). The reaction mixture was stirred for 16 hours then quenched with a saturated aqueous solution of NH4Cl and extracted three times with ethyl acetate. The product was then extracted from the ethyl acetate into a 10% aqueous solution of HCl... The reactants are C(C)(=O)OO.[C@@H]1([C@H](O)[C@@H](O)[C@@H](O)[C@H](O1)CO)O[C@@H]1[C@@H]([C@H]([C@@H](O[C@@H]1CO)O[C@H]1[C@@H]([C@H]([C@H](OC2=CC=C(C=C2)CCCCCCCC)O[C@@H]1CO)O)O)O)O (p-n-octylphenyl β-D-galactopyranosyl-(1→4)-β-D-galactopyranosyl-(1→4)-β-D-glucopyranoside peracetate), CO.C[O-].[Na+] (sodium methoxide methanol). Solvent: CO (methanol). Run at time 1 hour. The product is [C@@H]1([C@H](O)[C@@H](O)[C@@H](O)[C@H](O1)CO)O[C@@H]1[C@@H]([C@H]([C@@H](O[C@@H]1CO)O[C@H]1[C@@H]([C@H]([C@H](OC2=CC=C(C=C2)CCCCCCCC)O[C@@H]1CO)O)O)O)O (p-n-octylphenyl β-D-galactopyranosyl-(1→4)-β-D-galactopyranosyl-(1→4)-β-D-glucopyranoside). Yield: 96.6%. As a reaction SMILES: C(OO)(=O)C.[C@@H:6]1([O:17][C@H:18]2[C@@H:23]([CH2:24][OH:25])[O:22][C@@H:21]([O:26][C@@H:27]3[C@@H:47]([CH2:48][OH:49])[O:46][C@@H:30]([O:31][C:32]4[CH:37]=[CH:36][C:35]([CH2:38][CH2:39][CH2:40][CH2:41][CH2:42][CH2:43][CH2:44][CH3:45])=[CH:34][CH:33]=4)[C@H:29]([OH:50])[C@H:28]3[OH:51])[C@H:20]([OH:52])[C@H:19]2[OH:53])[O:14][C@H:13]([CH2:15][OH:16])[C@H:11]([OH:12])[C@H:9]([OH:10])[C@H:7]1[OH:8].CO.C[O-].[Na+]>CO>[C@@H:6]1([O:17][C@H:18]2[C@@H:23]([CH2:24][OH:25])[O:22][C@@H:21]([O:26][C@@H:27]3[C@@H:47]([CH2:48][OH:49])[O:46][C@@H:30]([O:31][C:32]4[CH:33]=[CH:34][C:35]([CH2:38][CH2:39][CH2:40][CH2:41][CH2:42][CH2:43][CH2:44][CH3:45])=[CH:36][CH:37]=4)[C@H:29]([OH:50])[C@H:28]3[OH:51])[C@H:20]([OH:52])[C@H:19]2[OH:53])[O:14][C@H:13]([CH2:15][OH:16])[C@H:11]([OH:12])[C@H:9]([OH:10])[C@H:7]1[OH:8] |f:0.1,2.3.4|. Reported procedure: 0.322 g (0.29 mmol) of the p-n-octylphenyl β-D-galactopyranosyl-(1→4)-β-D-galactopyranosyl-(1→4)-β-D-glucopyranoside peracetate obtained in Example 8 was dissolved in 11 ml of methanol, 4.7 ml of a 0.1N sodium methoxide methanol solution was added to this at room temperature, and this was reacted for 7 hours. After the termination of the reaction, the ion-exchanging resin Amberlite IR120 (H+ -type) was added, this was agitated for 1 hour, and 0.191 g (0.28 mmol) of the desired compound was obtai... Starting materials: ClC1=C(C(=CC=C1)C)NC=1NC2=C(N1)C=C(C1=C2CC(O1)(C)C)C(=O)OC (methyl 2-[(2-chloro-6-methylphenyl)amino]-7,7-dimethyl-7,8-dihydro-1H-furo[3,2-e]benzimidazole-5-carboxylate), FC(C1=CC=C(C=N1)N)(F)F (6-(trifluoromethyl)pyridine-3-amine), C[Al](C)C (trimethyl aluminium). The solvent is C1(=CC=CC=C1)C (toluene). Product: ClC1=C(C(=CC=C1)C)NC1=NC2=C(N1)C=1CC(OC1C(=C2)C(=O)NC=2C=NC(=CC2)C(F)(F)F)(C)C (2-((2-Chloro-6-methylphenyl)amino)-7,7-dimethyl-N-(6-(trifluoromethyl)pyridin-3-yl)-7,8-dihydro-1H-benzofuro[4,5-d]imidazole-5-carboxamide). Isolated yield 48.3%. As a reaction SMILES: [Cl:1][C:2]1[CH:7]=[CH:6][CH:5]=[C:4]([CH3:8])[C:3]=1[NH:9][C:10]1[NH:11][C:12]2[C:18]3[CH2:19][C:20]([CH3:23])([CH3:22])[O:21][C:17]=3[C:16]([C:24]([O:26]C)=O)=[CH:15][C:13]=2[N:14]=1.[F:28][C:29]([F:38])([F:37])[C:30]1[N:35]=[CH:34][C:33]([NH2:36])=[CH:32][CH:31]=1.C[Al](C)C>C1(C)C=CC=CC=1>[Cl:1][C:2]1[CH:7]=[CH:6][CH:5]=[C:4]([CH3:8])[C:3]=1[NH:9][C:10]1[NH:11][C:12]2[C:18]3[CH2:19][C:20]([CH3:22])([CH3:23])[O:21][C:17]=3[C:16]([C:24]([NH:36][C:33]3[CH:34]=[N:35][C:30]([C:29]([F:38])([F:28])[F:37])=[CH:31][CH:32]=3)=[O:26])=[CH:15][C:13]=2[N:14]=1. Procedure details: The title compound was prepared by following the procedure as described for Example-137 using methyl 2-[(2-chloro-6-methylphenyl)amino]-7,7-dimethyl-7,8-dihydro-1H-furo[3,2-e]benzimidazole-5-carboxylate (Step-1 of Intermediate-35, 0.150 g, 0.301 mmol), 6-(trifluoromethyl)pyridine-3-amine (0.067 g, 0.451 mmol), trimethyl aluminium (2M solution in toluene) (1 mL) and dry toluene (5.0 mL) to afford 0.075 g of the desired product. 1HNMR (DMSO-d6): δ 1.56 (s, 6H), 2.23 (s, 3H), 3.09 (s, 2H), 7.23-7.3...